This data is from the Open Reaction Database (ORD), a public repository of structured organic reaction records. The task is: describe an organic reaction: reactants, conditions, products, and yield Reaction SMILES: P(Cl)(Cl)(Cl)(Cl)Cl.[C:7]1([CH:13]2[CH2:19][NH:18][C:17](=[O:20])[CH2:16][CH2:15][CH2:14]2)[CH:12]=[CH:11][CH:10]=[CH:9][CH:8]=1.II.[Br:23]Br>C(Cl)Cl>[Br:23][CH:16]1[CH2:15][CH2:14][CH:13]([C:7]2[CH:8]=[CH:9][CH:10]=[CH:11][CH:12]=2)[CH2:19][NH:18][C:17]1=[O:20]. The solvent is C(Cl)Cl (methylene chloride), C(Cl)Cl (methylene chloride). Starting materials: BrBr (bromine), P(Cl)(Cl)(Cl)(Cl)Cl (phosphorus pentachloride), C1(=CC=CC=C1)C1CCCC(NC1)=O (6-phenylperhydroazepin-2-one), II (iodine). The product is BrC1C(NCC(CC1)C1=CC=CC=C1)=O (3-Bromo-6-phenylperhydroazepin-2-one). Run at time 20 minute. Reported procedure: 4.4 g of phosphorus pentachloride were added slowly to 60 ml of methylene chloride containing 4.0 g of 6-phenylperhydroazepin-2-one [prepared as described in step (d) above], under a stream of nitrogen, keeping the temperature of the reaction solution at 0° to 5° C. After this addition, the reaction mixture was stirred for 20 minutes, and then 40 mg of iodine, followed by 21.1 ml of a 1M methylene chloride solution of bromine, were dropped into it at 0°-5° C. When this addition was complete, the...